From a dataset of the Open Reaction Database (ORD), a public repository of structured organic reaction records. describe an organic reaction: reactants, conditions, products, and yield Starting materials: C1(=CC=CC2=CC=CC=C12)OCCCl (2-(napthalen-1 -yloxy)-ethylchloride), FC=1C=C2C(=CNC2=CC1)CCCN (3-(5-fluoro-1H-indol-3-yl)-propylamine). Yields the product N1C=C(C2=CC=CC=C12)CCCNCCOC1=CC=CC2=CC=CC=C12 ([3-(1H-indol-3-yl)-propyl]-[2-(naphthalen-1-yloxy)-ethyl]-amine). The yield is 85.0%. As a reaction SMILES: [C:1]1([O:11][CH2:12][CH2:13]Cl)[C:10]2[C:5](=[CH:6][CH:7]=[CH:8][CH:9]=2)[CH:4]=[CH:3][CH:2]=1.F[C:16]1[CH:17]=[C:18]2[C:22](=[CH:23][CH:24]=1)[NH:21][CH:20]=[C:19]2[CH2:25][CH2:26][CH2:27][NH2:28]>>[NH:21]1[C:22]2[C:18](=[CH:17][CH:16]=[CH:24][CH:23]=2)[C:19]([CH2:25][CH2:26][CH2:27][NH:28][CH2:13][CH2:12][O:11][C:1]2[C:10]3[C:5](=[CH:6][CH:7]=[CH:8][CH:9]=3)[CH:4]=[CH:3][CH:2]=2)=[CH:20]1. Procedure details: This compound was prepared in the manner described above for Example 13 by replacing 2-(indan-4-yloxy)-ethylchloride with 2-(napthalen-1 -yloxy)-ethylchloride (0.6 g, 2.8 mmol), and 3-(5-fluoro-1H-indol-3-yl)-propylamine with 3-(1H-indol-3-yl)-propylarmine (1.35 g, 7.2 mmol) in 85% yield (1.42 g) as a yellow solid: mp 119-120° C. Reactants: BrC=1C=C(C=CC1)C(=O)N=C=S (3-bromo-1-benzenecarbonyl isothiocyanate), BrC=1C=C(C=CC1)C(=O)Cl (3-bromo-1-benzenecarbonyl chloride), COC=1C=C2C(=CC=NC2=CC1OC)OC1=C(C=C(N)C=C1)F (4-[(6,7-Dimethoxy-4-quinolyl)oxy]-3-fluoroaniline). Solvent: C(C)O (ethanol), C(C)O (ethanol), C1(=CC=CC=C1)C (toluene). Run at time 2 hour. The product is BrC=1C=C(C=CC1)C(=O)N=C=S (3-Bromo-1-benzenecarbonyl isothiocyanate), BrC=1C=C(C(=O)NC(=S)NC2=CC(=C(C=C2)OC2=CC=NC3=CC(=C(C=C23)OC)OC)F)C=CC1 (N-(3-Bromobenzoyl)-N′-{4-[(6,7-dimethoxy-4-quinolyl)oxy]-3-fluorophenyl}thiourea). Yield: 90.0%. Reaction SMILES: BrC1C=C(C(Cl)=O)C=CC=1.[CH3:11][O:12][C:13]1[CH:14]=[C:15]2[C:20](=[CH:21][C:22]=1[O:23][CH3:24])[N:19]=[CH:18][CH:17]=[C:16]2[O:25][C:26]1[CH:32]=[CH:31][C:29]([NH2:30])=[CH:28][C:27]=1[F:33].[Br:34][C:35]1[CH:36]=[C:37]([C:41]([N:43]=[C:44]=[S:45])=[O:42])[CH:38]=[CH:39][CH:40]=1>C1(C)C=CC=CC=1.C(O)C>[Br:34][C:35]1[CH:36]=[C:37]([C:41]([N:43]=[C:44]=[S:45])=[O:42])[CH:38]=[CH:39][CH:40]=1.[Br:34][C:35]1[CH:36]=[C:37]([CH:38]=[CH:39][CH:40]=1)[C:41]([NH:43][C:44]([NH:30][C:29]1[CH:31]=[CH:32][C:26]([O:25][C:16]2[C:15]3[C:20](=[CH:21][C:22]([O:23][CH3:24])=[C:13]([O:12][CH3:11])[CH:14]=3)[N:19]=[CH:18][CH:17]=2)=[C:27]([F:33])[CH:28]=1)=[S:45])=[O:42]. Procedure: 3-Bromo-1-benzenecarbonyl isothiocyanate was prepared using commercially available 3-bromo-1-benzenecarbonyl chloride (80 mg) as a starting compound according to the description of the literature. 4-[(6,7-Dimethoxy-4-quinolyl)oxy]-3-fluoroaniline (50 mg) was dissolved in toluene (5 ml) and ethanol (1 ml) to prepare a solution. A solution of 3-bromo-1-benzenecarbonyl isothiocyanate in ethanol (1 ml) was then added to the solution, and the mixture was stirred at room temperature for 2 hr. The reac... Reactants: CN(C)C=O, [Cl-], COc1c(F)cc(C(=O)N2CS(=O)(=O)c3ccccc32)cc1Cl, Cl, [Li+]. Product: O=C(c1cc(F)c(O)c(Cl)c1)N1CS(=O)(=O)c2ccccc21. Reaction SMILES: [CH3:27][N:28]([CH3:29])[CH:30]=[O:31].[Cl-:25].[Cl:1][c:2]1[cH:3][c:4]([C:5](=[O:6])[N:7]2[CH2:8][S:9](=[O:16])(=[O:17])[c:10]3[c:11]2[cH:12][cH:13][cH:14][cH:15]3)[cH:18][c:19]([F:23])[c:20]1[O:21][CH3:22].[ClH:26].[Li+:24]>>[Cl:1][c:2]1[cH:3][c:4]([C:5](=[O:6])[N:7]2[CH2:8][S:9](=[O:16])(=[O:17])[c:10]3[c:11]2[cH:12][cH:13][cH:14][cH:15]3)[cH:18][c:19]([F:23])[c:20]1[OH:21]. Reactants: C(C)(C)(C)C1=NC(=CC(=N1)N1CCN(CC1)CCCCl)C(F)(F)F (2-tert-butyl-4-[4-(3-chloropropyl)piperazin-1-yl]-6-(trifluoromethyl)-pyrimidine), N1C(CCC2=CC=CC=C12)=O (3,4-Dihydroquinolin-2(1H)-one), [H-].[Na+] (NaH). Run in CN(C=O)C (N,N-dimethyl-formamide), CN(C=O)C (N,N-dimethylformamide), CN(C=O)C (N,N-dimethylformamide). Run at time 1 hour. Product: [Cl-].C(C)(C)(C)C1=NC(=CC(=N1)N1CC[NH+](CC1)CCCN1C(CCC2=CC=CC=C12)=O)C(F)(F)F (1-[2-tert-Butyl-6-(trifluoromethyl)pyrimidin-4-yl]-4-[3-(2-oxo-3,4-dihydroquinolin-1(2H)-yl)propyl]piperazin-4-ium chloride). Isolated yield 48.3%. Reaction SMILES: [NH:1]1[C:10]2[C:5](=[CH:6][CH:7]=[CH:8][CH:9]=2)[CH2:4][CH2:3][C:2]1=[O:11].[H-].[Na+].[C:14]([C:18]1[N:23]=[C:22]([N:24]2[CH2:29][CH2:28][N:27]([CH2:30][CH2:31][CH2:32][Cl:33])[CH2:26][CH2:25]2)[CH:21]=[C:20]([C:34]([F:37])([F:36])[F:35])[N:19]=1)([CH3:17])([CH3:16])[CH3:15]>CN(C)C=O>[Cl-:33].[C:14]([C:18]1[N:23]=[C:22]([N:24]2[CH2:29][CH2:28][NH+:27]([CH2:30][CH2:31][CH2:32][N:1]3[C:10]4[C:5](=[CH:6][CH:7]=[CH:8][CH:9]=4)[CH2:4][CH2:3][C:2]3=[O:11])[CH2:26][CH2:25]2)[CH:21]=[C:20]([C:34]([F:35])([F:36])[F:37])[N:19]=1)([CH3:15])([CH3:16])[CH3:17] |f:1.2,5.6|. Procedure: 3,4-Dihydroquinolin-2(1H)-one (3.40 mmol, 0.50 g) in N,N-dimethylformamide (5 ml) was added dropwise to a suspension of NaH (3.74 mmol, 0.15 g, 60%, deoiled) in N,N-dimethylformamide (10 ml) at 10° C., followed by preactivation at room temperature for 1 hour. Then 2-tert-butyl-4-[4-(3-chloropropyl)piperazin-1-yl]-6-(trifluoromethyl)-pyrimidine (3.57 mmol, 1.30 g; prepared as in DE 19728996) in N,N-dimethyl-formamide (5 ml) was added dropwise. The reaction mixture was stirred at room temperature ... The reactants are F, CC(C)(C)ON=O, CC1(O)C(O)C(CO)OC1n1cnc2c(N)nc(N)nc21, [Na+], [OH-], O, c1ccncc1, c1ccncc1. Yields the product CC1(O)C(O)C(CO)OC1n1cnc2c(N)nc(F)nc21. RXN SMILES: [FH:1].[N:29]([O:30][C:31]([CH3:32])([CH3:33])[CH3:34])=[O:35].[NH2:8][c:9]1[n:10][c:11]([NH2:28])[c:12]2[n:13][cH:14][n:15]([CH:18]3[C:19]([OH:20])([CH3:27])[CH:21]([OH:22])[CH:23]([CH2:25][OH:26])[O:24]3)[c:16]2[n:17]1.[Na+:37].[OH-:36].[OH2:44].[cH:2]1[cH:3][cH:4][n:5][cH:6][cH:7]1.[cH:38]1[cH:39][cH:40][n:41][cH:42][cH:43]1>>[F:1][c:9]1[n:10][c:11]([NH2:28])[c:12]2[n:13][cH:14][n:15]([CH:18]3[C:19]([OH:20])([CH3:27])[CH:21]([OH:22])[CH:23]([CH2:25][OH:26])[O:24]3)[c:16]2[n:17]1. Reactants: FC1=C2CC/C(/C2=CC(=C1)F)=C\C(=O)Cl ((E)-2-(4,6-difluoro-1-indanylidene)acetyl chloride), FC1=C2CC/C(/C2=CC(=C1)F)=C\C(=O)O ((E)-2-(4,6-difluoro-1-indanylidene)acetic acid). Product: FC=1C=C2CC/C(/C2=CC1)=C\C(=O)Cl ((E)-2-(5-fluoro-1-indanylidene)acetyl Chloride). RXN SMILES: F[C:2]1[CH:10]=[C:9](F)[CH:8]=[C:7]2[C:3]=1[CH2:4][CH2:5]/[C:6]/2=[CH:12]\[C:13]([Cl:15])=[O:14].[F:16]C1C=C(F)C=C2C=1CC/C/2=C\C(O)=O>>[F:16][C:10]1[CH:2]=[C:3]2[C:7](=[CH:8][CH:9]=1)/[C:6](=[CH:12]/[C:13]([Cl:15])=[O:14])/[CH2:5][CH2:4]2. Procedure: This compound was prepared in a similar manner to (E)-2-(4,6-difluoro-1-indanylidene)acetyl chloride in Example 5f by substituting (E)-2-(5-fluoro-1-indanylidene)acetic acid (5.77 g, 0.03 mol) for (E)-2-(4,6-difluoro-1-indanylidene)acetic acid. The resulting solution was concentrated in vacuo, and the residue was used without further purification. The reactants are C(C1=CC=CC=C1)N1CCC(CC1)NCC (1-benzyl-4-ethylaminopiperidine), O (water), FC1=NC(=CC=C1[N+](=O)[O-])F (2,6-Difluoro-3-nitropyridine), C([O-])([O-])=O.[K+].[K+] (potassium carbonate). Solvent: C(C)#N (acetonitrile), C(C)#N (acetonitrile), C(C)#N (acetonitrile). Run at time 10 minute. Yields the product C(C1=CC=CC=C1)N1CCC(CC1)N(C1=NC(=CC=C1[N+](=O)[O-])F)CC (1-Benzyl-4-[N-ethyl-N-(6-fluoro-3-nitro-2-pyridyl)amino]piperidine). As a reaction SMILES: F[C:2]1[C:7]([N+:8]([O-:10])=[O:9])=[CH:6][CH:5]=[C:4]([F:11])[N:3]=1.[CH2:12]([N:19]1[CH2:24][CH2:23][CH:22]([NH:25][CH2:26][CH3:27])[CH2:21][CH2:20]1)[C:13]1[CH:18]=[CH:17][CH:16]=[CH:15][CH:14]=1.C(=O)([O-])[O-].[K+].[K+].O>C(#N)C>[CH2:12]([N:19]1[CH2:24][CH2:23][CH:22]([N:25]([CH2:26][CH3:27])[C:2]2[C:7]([N+:8]([O-:10])=[O:9])=[CH:6][CH:5]=[C:4]([F:11])[N:3]=2)[CH2:21][CH2:20]1)[C:13]1[CH:14]=[CH:15][CH:16]=[CH:17][CH:18]=1 |f:2.3.4|. Procedure: 2,6-Difluoro-3-nitropyridine (5.00 g) is dissolved in acetonitrile (10 ml) and 1-benzyl-4-ethylaminopiperidine (EXAMPLE 11, 6.81 g) dissolved in 10 ml of acetonitrile is added via cannula. Then an additional 58 ml of acetonitrile is added and the reaction is cooled to 0°. Then 5.1 g of potassium carbonate is added and the reaction is stirred 10 min and allowed to warm to 20°-25°. After 6 hrs, the reaction is poured into water, extracted with ethyl acetate, washed with saline and dried over sodiu... Starting materials: C[N+](C)(C)C, COP(C)(=O)O, CC(C)P(=O)([O-])[O-], Clc1nc(Cl)c(Cl)c(Cl)c1Cl, O, [Zn]. The product is Clc1cc(Cl)c(Cl)nc1Cl. RXN SMILES: [CH3:12][N+:13]([CH3:14])([CH3:15])[CH3:16].[CH3:17][O:18][P:19]([CH3:20])(=[O:21])[OH:22].[CH3:23][CH:24]([CH3:25])[P:26]([O-:27])(=[O:28])[O-:29].[Cl:1][c:2]1[c:3]([Cl:11])[c:4]([Cl:10])[c:5]([Cl:9])[c:6]([Cl:8])[n:7]1.[OH2:30].[Zn:31]>>[Cl:1][c:2]1[c:3]([Cl:11])[cH:4][c:5]([Cl:9])[c:6]([Cl:8])[n:7]1. The reactants are FC1=CC=C(C=C1)C(=C(C(=O)O)C1=NN=NN1C(C)C)C1=CC=C(C=C1)F (3,3-Bis(4-fluorophenyl)-2-[1-(1-methylethyl)-1H-tetrazol-5-yl]-2-propenoic acid), C(C(=O)Cl)(=O)Cl (oxalyl chloride). Product: [Cl-].FC1=CC=C(C=C1)C(=C(CO)C1=NN=NN1C(C)C)C1=CC=C(C=C1)F (3,3-Bis(4-fluorophenyl)-2-[1-(1-methylethyl)-1H-tetrazol-5-yl]-2-propenolchloride). RXN SMILES: [F:1][C:2]1[CH:7]=[CH:6][C:5]([C:8]([C:21]2[CH:26]=[CH:25][C:24]([F:27])=[CH:23][CH:22]=2)=[C:9]([C:13]2[N:17]([CH:18]([CH3:20])[CH3:19])[N:16]=[N:15][N:14]=2)[C:10](O)=[O:11])=[CH:4][CH:3]=1.C(Cl)(=O)C([Cl:31])=O>C(Cl)Cl>[Cl-:31].[F:1][C:2]1[CH:7]=[CH:6][C:5]([C:8]([C:21]2[CH:26]=[CH:25][C:24]([F:27])=[CH:23][CH:22]=2)=[C:9]([C:13]2[N:17]([CH:18]([CH3:20])[CH3:19])[N:16]=[N:15][N:14]=2)[CH2:10][OH:11])=[CH:4][CH:3]=1 |f:3.4|. Solvent: C(Cl)Cl (methylene chloride). Procedure details: A solution of the dried acid prepared in Step A in 20 mL of dry methylene chloride at room temperature was treated with 4 mL of oxalyl chloride (redistilled over CaH2). The mixture was refluxed under an argon atmosphere for two hours forming a light brownish solution. Most of the volatile solvents were evaporated under reduced pressure and the last traces of oxalyl chloride were removed under high vacuum (0.01 mmHg) at room temperature for 12 hours to give the title compound.